Dataset: the Open Reaction Database (ORD), a public repository of structured organic reaction records. Task: describe an organic reaction: reactants, conditions, products, and yield The reactants are p-chlorobenzoyl-4-[(1-ethynylcyclohexyl-1)-amino]butyric acid, C(C)C(C#C)(CC)NCCCC(=O)OCC (ethyl 4-[(3-ethyl-1-pentyn3-yl)amino]butyrate), [OH-].[K+] (potassium hydroxide). The solvent is C(C)O (ethanol). Run at time 12 hour. The product is C(C)C(C#C)(CC)NCCCC(=O)O (4-(3-ethyl-1-pentyn-3-ylamino)butyric acid). RXN SMILES: [CH2:1]([C:3]([NH:8][CH2:9][CH2:10][CH2:11][C:12]([O:14]CC)=[O:13])([CH2:6][CH3:7])[C:4]#[CH:5])[CH3:2].[OH-].[K+]>C(O)C>[CH2:4]([C:3]([NH:8][CH2:9][CH2:10][CH2:11][C:12]([OH:14])=[O:13])([CH2:6][CH3:7])[C:1]#[CH:2])[CH3:5] |f:1.2|. Procedure: Analogously to Example 1, by using equivalent quantities, reacting N-(p-chlorobenzoyl-4-[(1-ethynylcyclohexyl-1)-amino]butyric acid and ethyl 4-[(3-ethyl-1-pentyn3-yl)amino]butyrate and suitable processing, dissolving the evaporation residue in ethanol, adding an ethanolic solution of potassium hydroxide, stirring for 12 hours at room temperature and further processing yields N-[p-chlorobenzoyl)-4-(1-ethynylcyclohexyl-1-amino)butyryl]-4-(3-ethyl-1-pentyn-3-ylamino)butyric acid. Reactants: CI (methyl iodide), C(CC(C)C)OC=1C(=NSN1)C=1C=NC=CC1 (3-(4-isopentyloxy-1,2,5-thiadiazol-3-yl)pyridine). Solvent: CC(=O)C (acetone). Conditions: time 18 hour. Yields the product [I-].C(CC(C)C)OC=1C(=NSN1)C=1C=[N+](C=CC1)C (3-(4-isopentyloxy-1,2,5-thiadiazol-3-yl)-1-methylpyridinium iodide). As a reaction SMILES: [CH3:1][I:2].[CH2:3]([O:8][C:9]1[C:10]([C:14]2[CH:15]=[N:16][CH:17]=[CH:18][CH:19]=2)=[N:11][S:12][N:13]=1)[CH2:4][CH:5]([CH3:7])[CH3:6]>CC(C)=O>[I-:2].[CH2:3]([O:8][C:9]1[C:10]([C:14]2[CH:15]=[N+:16]([CH3:1])[CH:17]=[CH:18][CH:19]=2)=[N:11][S:12][N:13]=1)[CH2:4][CH:5]([CH3:7])[CH3:6] |f:3.4|. Procedure details: A mixture of methyl iodide (0.5 ml, 10 mmol) and 3-(4-isopentyloxy-1,2,5-thiadiazol-3-yl)pyridine (622 mg, 2.5 mmol) in acetone (5 ml) was stirred at room temperature for 18 h. The title compound precipitated from the solution and was collected by filtration to yield 0.78 g (81%). Starting materials: 4,5-bis(diphenylphosphino)-9,9′-dimethylxanthene, CC(C)([O-])C.[Na+] (sodium t-butoxide), C1(=CC=CC=C1)C (toluene), BrC=1C=NC=CC1 (3-bromopyridine), C(C)NCC (diethylamine). Reagents/catalysts: C1=CC=C(C=C1)/C=C/C(=O)/C=C/C2=CC=CC=C2.C1=CC=C(C=C1)/C=C/C(=O)/C=C/C2=CC=CC=C2.C1=CC=C(C=C1)/C=C/C(=O)/C=C/C2=CC=CC=C2.C(Cl)(Cl)Cl.[Pd].[Pd] (tris(dibenzylideneacetone)dipalladium (0)-chloroform adduct). The solvent is C(C)(=O)OCC (ethyl acetate), O (Water). Run at temperature 70 celsius, time 8 hour. Yields the product C(C)N(C=1C=NC=CC1)CC (N,N-diethylpyridin-3-amine). Isolated yield 36.4%. Reaction SMILES: CC(C)([O-])C.[Na+].C1(C)C=CC=CC=1.Br[C:15]1[CH:16]=[N:17][CH:18]=[CH:19][CH:20]=1.[CH2:21]([NH:23][CH2:24][CH3:25])[CH3:22]>C1C=CC(/C=C/C(/C=C/C2C=CC=CC=2)=O)=CC=1.C1C=CC(/C=C/C(/C=C/C2C=CC=CC=2)=O)=CC=1.C1C=CC(/C=C/C(/C=C/C2C=CC=CC=2)=O)=CC=1.C(Cl)(Cl)Cl.[Pd].[Pd].C(OCC)(=O)C.O>[CH2:21]([N:23]([CH2:24][CH3:25])[C:15]1[CH:16]=[N:17][CH:18]=[CH:19][CH:20]=1)[CH3:22] |f:0.1,5.6.7.8.9.10|. Procedure details: To a mixture of 4,5-bis(diphenylphosphino)-9,9′-dimethylxanthene (521 mg, 0.90 mmol), tris(dibenzylideneacetone)dipalladium (0)-chloroform adduct (311 mg, 0.30 mmol), sodium t-butoxide (2.16 g, 23 mmol) and anhydrous toluene (37 ml) were added 3-bromopyridine (1.5 ml, 15 mmol) and diethylamine (1.9 ml, 18.0 mmol). The mixture was heated to 70° C., and the mixture was stirred for 3 hrs and at room temperature overnight. Water and ethyl acetate were added to the reaction mixture. The mixture was s... Starting materials: ClC1=CC(=C(C=C1)O[Si](C(C)C)(C(C)C)C(C)C)Cl (1,3-dichloro-4-triisopropylsilyloxybenzene), C(CCC)[Li] (n-butyllithium), solution, CCCCCC (hexane), ClC(=O)OCC (ethyl chloroformate). The solvent is O1CCCC1 (tetrahydrofuran), O1CCCC1 (tetrahydrofuran). Conditions: time 1 hour. Yields the product ClC1=C(C(=O)OCC)C(=CC=C1O[Si](C(C)C)(C(C)C)C(C)C)Cl (ethyl 2,6-dichloro-3-triisopropylsilyloxybenzoate). Reaction SMILES: [Cl:1][C:2]1[CH:7]=[CH:6][C:5]([O:8][Si:9]([CH:16]([CH3:18])[CH3:17])([CH:13]([CH3:15])[CH3:14])[CH:10]([CH3:12])[CH3:11])=[C:4]([Cl:19])[CH:3]=1.C([Li])CCC.CCCCCC.Cl[C:32]([O:34][CH2:35][CH3:36])=[O:33]>O1CCCC1>[Cl:19][C:4]1[C:5]([O:8][Si:9]([CH:13]([CH3:15])[CH3:14])([CH:16]([CH3:18])[CH3:17])[CH:10]([CH3:11])[CH3:12])=[CH:6][CH:7]=[C:2]([Cl:1])[C:3]=1[C:32]([O:34][CH2:35][CH3:36])=[O:33]. Procedure: To a solution of 1,3-dichloro-4-triisopropylsilyloxybenzene (6.00 g) in tetrahydrofuran (50 ml) at -60° C. was added dropwise n-butyllithium, 1.6M solution of hexane (12.9 ml) over 30 minutes under nitrogen and the mixture was stirred for 1 hour at the same temperature. A solution of ethyl chloroformate in tetrahydrofuran (20 ml) was added dropwise to the mixture over 20 minutes at -60° C. The resulting mixture is stirred for 1 hour at -60° C., the cooling bath was removed, and temperature was a... Reactants: O=C([O-])[O-], Cc1ccc(S(=O)(=O)OCC2CCCN(C)C2)cc1, Cc1[nH]c2ccc(O)cc2c1C(=O)OCc1ccccc1, CC#N, Cl, [K+], [K+]. Yields the product Cc1[nH]c2ccc(OCC3CCCN(C)C3)cc2c1C(=O)OCc1ccccc1. As a reaction SMILES: [C:41](=[O:42])([O-:43])[O-:44].[CH3:1][N:2]1[CH2:3][CH:4]([CH2:8][O:9][S:10]([c:11]2[cH:12][cH:13][c:14]([CH3:15])[cH:16][cH:17]2)(=[O:18])=[O:19])[CH2:5][CH2:6][CH2:7]1.[CH3:20][c:21]1[nH:22][c:23]2[cH:24][cH:25][c:26]([OH:40])[cH:27][c:28]2[c:29]1[C:30](=[O:31])[O:32][CH2:33][c:34]1[cH:35][cH:36][cH:37][cH:38][cH:39]1.[CH3:48][C:49]#[N:50].[ClH:47].[K+:45].[K+:46]>>[CH3:1][N:2]1[CH2:3][CH:4]([CH2:8][O:9][c:26]2[cH:25][cH:24][c:23]3[nH:22][c:21]([CH3:20])[c:29]([C:30](=[O:31])[O:32][CH2:33][c:34]4[cH:35][cH:36][cH:37][cH:38][cH:39]4)[c:28]3[cH:27]2)[CH2:5][CH2:6][CH2:7]1. The reactants are CCO, CN(C)C=O, Cc1ccnc2c1NC(=S)c1cccnc1N2C1CC1, [H-], CI, [Na+]. The product is CSC1=Nc2c(C)ccnc2N(C2CC2)c2ncccc21. RXN SMILES: [CH3:25][CH2:26][OH:27].[CH3:28][N:29]([CH3:30])[CH:31]=[O:32].[CH:1]1([N:4]2[c:5]3[c:6]([c:16]([CH3:20])[cH:17][cH:18][n:19]3)[NH:7][C:8](=[S:15])[c:9]3[c:10]2[n:11][cH:12][cH:13][cH:14]3)[CH2:2][CH2:3]1.[H-:21].[I:23][CH3:24].[Na+:22]>>[CH:1]1([N:4]2[c:5]3[c:6]([c:16]([CH3:20])[cH:17][cH:18][n:19]3)[N:7]=[C:8]([S:15][CH3:25])[c:9]3[c:10]2[n:11][cH:12][cH:13][cH:14]3)[CH2:2][CH2:3]1. Reactants: C(C)OCC (diethyl ether), C(C(C)C)OC1=CC=C(C=C1)CC(=O)O (4-isobutoxyphenylacetic acid), C1(=CC=CC=C1)P(=O)(C1=CC=CC=C1)N=[N+]=[N-] (Diphenylphosphoryl azide), CN(C)C1=CC=CC2=C1C(=CC=C2)N(C)C (Proton Sponge). The solvent is C1CCOC1 (THF). Reaction conditions: time 15 minute. The product is C(C(C)C)OC1=CC=C(CN=C=O)C=C1 (4-isobutoxybenzyl isocyanate). Reaction SMILES: [CH2:1]([O:5][C:6]1[CH:11]=[CH:10][C:9]([CH2:12]C(O)=O)=[CH:8][CH:7]=1)[CH:2]([CH3:4])[CH3:3].CN(C1C2C([N:29]([CH3:31])C)=CC=CC=2C=CC=1)C.C1(P(N=[N+]=[N-])(C2C=CC=CC=2)=[O:39])C=CC=CC=1.C(OCC)C>C1COCC1>[CH2:1]([O:5][C:6]1[CH:7]=[CH:8][C:9]([CH2:12][N:29]=[C:31]=[O:39])=[CH:10][CH:11]=1)[CH:2]([CH3:3])[CH3:4]. Reported procedure: 4-isobutoxyphenylacetic acid (7.6 g, 36.5 mmol) was dissolved in THF (50 mL). Proton Sponge™ (8.2 g, 38 mmol) was added, and the mixture was stirred for 15 min. Diphenylphosphoryl azide (10.6 g, 38 mmol) was added dropwise and the mixture was heated to reflux for 4 h. The mixture was cooled to room temperature and placed in the freezer at −18° C. for 20 h. The resulting white precipitate was vigorously stirred with diethyl ether (250 mL) for 15 min and filtered. The filtrate was evaporated to gi... The reactants are C1(=CC=CC=C1)C=1C=NN(C1)C1=CC=C(C=N1)NC(CCC)C1=CC=C(C(=O)OCC)C=C1 (ethyl 4-(1-(6-(4-phenyl-1H-pyrazol-1-yl)pyridin-3-ylamino)butyl)benzoate), CNCCC(=O)OC(C)(C)C (tert-butyl 3-(methylamino)propanoate). The product is CN(C(C1=CC=C(C=C1)C(CCC)NC=1C=NC(=CC1)N1N=CC(=C1)C1=CC=CC=C1)=O)CCC(=O)OC(C)(C)C ((+/−)-tert-butyl 3-(N-methyl-4-(1-(6-(4-phenyl-1H-pyrazol-1-yl)pyridin-3-ylamino)butyl)benzamido)propanoate). As a reaction SMILES: [C:1]1([C:7]2[CH:8]=[N:9][N:10]([C:12]3[N:17]=[CH:16][C:15]([NH:18][CH:19]([C:23]4[CH:33]=[CH:32][C:26]([C:27](OCC)=[O:28])=[CH:25][CH:24]=4)[CH2:20][CH2:21][CH3:22])=[CH:14][CH:13]=3)[CH:11]=2)[CH:6]=[CH:5][CH:4]=[CH:3][CH:2]=1.[CH3:34][NH:35][CH2:36][CH2:37][C:38]([O:40][C:41]([CH3:44])([CH3:43])[CH3:42])=[O:39]>>[CH3:34][N:35]([CH2:36][CH2:37][C:38]([O:40][C:41]([CH3:44])([CH3:43])[CH3:42])=[O:39])[C:27](=[O:28])[C:26]1[CH:32]=[CH:33][C:23]([CH:19]([NH:18][C:15]2[CH:16]=[N:17][C:12]([N:10]3[CH:11]=[C:7]([C:1]4[CH:6]=[CH:5][CH:4]=[CH:3][CH:2]=4)[CH:8]=[N:9]3)=[CH:13][CH:14]=2)[CH2:20][CH2:21][CH3:22])=[CH:24][CH:25]=1. Reported procedure: The title compound was prepared by a method analogous to that described in Steps B and C of Example 2, using ethyl 4-(1-(6-(4-phenyl-1H-pyrazol-1-yl)pyridin-3-ylamino)butyl)benzoate and tert-butyl 3-(methylamino)propanoate. MS (M+1) 554.5. Starting materials: CN(C)C(c1ccccc1)C1CCCCC1=O, [Cl-], Fc1cccc(CBr)c1F, [Mg], [NH4+]. The product is CN(C)C(c1ccccc1)C1CCCCC1(O)Cc1cccc(F)c1F. Reaction SMILES: [CH3:12][N:13]([CH3:14])[CH:15]([CH:16]1[C:17](=[O:22])[CH2:18][CH2:19][CH2:20][CH2:21]1)[c:23]1[cH:24][cH:25][cH:26][cH:27][cH:28]1.[Cl-:29].[F:2][c:3]1[c:4]([CH2:5][Br:6])[cH:7][cH:8][cH:9][c:10]1[F:11].[Mg:1].[NH4+:30]>>[F:2][c:3]1[c:4]([CH2:5][C:17]2([OH:22])[CH:16]([CH:15]([N:13]([CH3:12])[CH3:14])[c:23]3[cH:24][cH:25][cH:26][cH:27][cH:28]3)[CH2:21][CH2:20][CH2:19][CH2:18]2)[cH:7][cH:8][cH:9][c:10]1[F:11].